Dataset: the Open Reaction Database (ORD), a public repository of structured organic reaction records. Task: describe an organic reaction: reactants, conditions, products, and yield The reactants are C([O-])([O-])=O.[K+].[K+] (potassium carbonate), BrC=1C=C2C(=CC=NC2=CC1)Cl (6-bromo-4-chloroquinoline), B1(OC(C(O1)(C)C)(C)C)B2OC(C(O2)(C)C)(C)C (bis(pinacolato)diboron), C(C)(=O)[O-].[K+] (potassium acetate), CC1(OB(OC1(C)C)C=1C=C(C=CC1)S(=O)(=O)N)C (3-(4,4,5,5-tetramethyl-1,3,2-dioxaborolan-2-yl)benzenesulfonamide), C([O-])([O-])=O.[K+].[K+] (potassium carbonate), NC1=NC=C(C=C1S(=O)(=O)N)Br (2-amino-5-bromo-3-pyridinesulfonamide). Reagents/catalysts: C1=CC=C(C=C1)[PH+](C2=CC=CC=C2)[C]3[CH][CH][CH][CH]3.C1=CC=C(C=C1)[PH+](C2=CC=CC=C2)[C]3[CH][CH][CH][CH]3.C(Cl)Cl.Cl[Pd]Cl.[Fe] (dichloro-[1,1′bis(diphenylphosphino) ferrocene]palladium (II) dichloromethane adduct), C1=CC=C(C=C1)[PH+](C2=CC=CC=C2)[C]3[CH][CH][CH][CH]3.C1=CC=C(C=C1)[PH+](C2=CC=CC=C2)[C]3[CH][CH][CH][CH]3.C(Cl)Cl.Cl[Pd]Cl.[Fe] (dichloro-[1,1′bis(diphenylphosphino) ferrocene]palladium (II) dichloromethane adduct), [Pd] (palladium). The solvent is O1CCOCC1 (dioxane). Reaction conditions: temperature 100 celsius. Product: NC1=NC=C(C=C1S(=O)(=O)N)C=1C=C2C(=CC=NC2=CC1)C1=CC(=CC=C1)S(=O)(=O)N (2-amino-5-{4-[3-(aminosulfonyl)phenyl]-6-quinolinyl}-3-pyridinesulfonamide). Reaction SMILES: Br[C:2]1[CH:3]=[C:4]2[C:9](=[CH:10][CH:11]=1)[N:8]=[CH:7][CH:6]=[C:5]2Cl.B1(B2OC(C)(C)C(C)(C)O2)OC(C)(C)C(C)(C)O1.C([O-])(=O)C.[K+].[NH2:36][C:37]1[C:42]([S:43]([NH2:46])(=[O:45])=[O:44])=[CH:41][C:40](Br)=[CH:39][N:38]=1.C(=O)([O-])[O-].[K+].[K+].CC1(C)C(C)(C)OB([C:62]2[CH:63]=[C:64]([S:68]([NH2:71])(=[O:70])=[O:69])[CH:65]=[CH:66][CH:67]=2)O1>O1CCOCC1.[Pd].C1C=CC([PH+]([C]2[CH][CH][CH][CH]2)C2C=CC=CC=2)=CC=1.C1C=CC([PH+]([C]2[CH][CH][CH][CH]2)C2C=CC=CC=2)=CC=1.C(Cl)Cl.Cl[Pd]Cl.[Fe]>[NH2:36][C:37]1[C:42]([S:43]([NH2:46])(=[O:45])=[O:44])=[CH:41][C:40]([C:2]2[CH:3]=[C:4]3[C:9](=[CH:10][CH:11]=2)[N:8]=[CH:7][CH:6]=[C:5]3[C:62]2[CH:67]=[CH:66][CH:65]=[C:64]([S:68]([NH2:71])(=[O:70])=[O:69])[CH:63]=2)=[CH:39][N:38]=1 |f:2.3,5.6.7,11.12.13.14.15,^1:84,85,86,87,88,102,103,104,105,106|. Reported procedure: This compound was prepared in one pot (three steps) with no workups between steps. A mixture of 6-bromo-4-chloroquinoline, (484 mg, 2 mmol), bis(pinacolato)diboron, (506 mg, 2 mmol), dichloro-[1,1′bis(diphenylphosphino) ferrocene]palladium (II) dichloromethane adduct (81.5 mg, 0.1 mmol), and potassium acetate (588 mg, 6 mmol) in dioxane (6 mL) was heated at 100° C. for 4 h. To this reaction was added 2-amino-5-bromo-3-pyridinesulfonamide, (560 mg 2 mmol) an equal amount of the palladium catalyst... The reactants are C1(CC1)NC(C1=C(C(=CC(=C1)\C=C\COC)C)C)=O (N-Cyclopropyl-5-[(1E)-3-methoxy-1-propen-1-yl]-2,3-dimethylbenzamide), C (charcoal). Reagents/catalysts: [Pd] (palladium). Run in CCOC(=O)C (EtOAc). Reaction conditions: time 6 hour. Yields the product C1(CC1)NC(C1=C(C(=CC(=C1)CCCOC)C)C)=O (N-Cyclopropyl-5-(3-methoxypropyl)-2,3-dimethylbenzamide). Reaction SMILES: [CH:1]1([NH:4][C:5](=[O:19])[C:6]2[CH:11]=[C:10](/[CH:12]=[CH:13]/[CH2:14][O:15][CH3:16])[CH:9]=[C:8]([CH3:17])[C:7]=2[CH3:18])[CH2:3][CH2:2]1.C>CCOC(C)=O.[Pd]>[CH:1]1([NH:4][C:5](=[O:19])[C:6]2[CH:11]=[C:10]([CH2:12][CH2:13][CH2:14][O:15][CH3:16])[CH:9]=[C:8]([CH3:17])[C:7]=2[CH3:18])[CH2:2][CH2:3]1. Reported procedure: N-Cyclopropyl-5-[(1E)-3-methoxy-1-propen-1-yl]-2,3-dimethylbenzamide (1 eq.) from the previous step and 10% w/w palladium over charcoal (0.05 eq.) were suspended in EtOAc (0.2 M). The vessel was then evacuated and purged with H2. Under a balloon-filled H2 atmosphere, the reaction suspension was stirred at RT for 6 h. The reaction suspension was then filtered through a bed of celite and the filtrate concentrated in vacuo to afford the title compound as a white solid. Reactants: C(C#C)SCC(C1=CC=CC=C1)=NNC(=O)NC1=CC=C(C=C1)OC(F)(F)F (2-[2-(2-propynylthio)-1-phenylethylidene]-N-(4-trifluoromethoxyphenyl)hydrazinecarboxamide), C(#N)[BH3-].[Na+] (sodium cyanoborohydride), Cl (hydrogen chloride). Solvent: CO (methanol). Product: C(C#C)SCC(C1=CC=CC=C1)NNC(=O)NC1=CC=C(C=C1)OC(F)(F)F (2-[2-(2-propynylthio)-1-phenylethyl]-N-(4-trifluoromethoxyphenyl)hydrazinecarboxamide). As a reaction SMILES: [CH2:1]([S:4][CH2:5][C:6](=[N:13][NH:14][C:15]([NH:17][C:18]1[CH:23]=[CH:22][C:21]([O:24][C:25]([F:28])([F:27])[F:26])=[CH:20][CH:19]=1)=[O:16])[C:7]1[CH:12]=[CH:11][CH:10]=[CH:9][CH:8]=1)[C:2]#[CH:3].C([BH3-])#N.[Na+].Cl>CO>[CH2:1]([S:4][CH2:5][CH:6]([NH:13][NH:14][C:15]([NH:17][C:18]1[CH:19]=[CH:20][C:21]([O:24][C:25]([F:28])([F:26])[F:27])=[CH:22][CH:23]=1)=[O:16])[C:7]1[CH:8]=[CH:9][CH:10]=[CH:11][CH:12]=1)[C:2]#[CH:3] |f:1.2|. Procedure: In 10 ml of methanol was suspended 0.50 g (1.2 mmoles) of 2-[2-(2-propynylthio)-1-phenylethylidene]-N-(4-trifluoromethoxyphenyl)hydrazinecarboxamide, and 0.37 g (4.7 mmoles) of sodium cyanoborohydride was added to the resulting suspension. The resulting mixture was adjusted to pH 4 to 6 with a methanolic solution of hydrogen chloride at room temperature and subjected to reaction. Starting materials: CCO, FCCCC=Cc1cccc(F)c1. The product is FCCCCCc1cccc(F)c1. As a reaction SMILES: [CH3:14][CH2:15][OH:16].[F:1][CH2:2][CH2:3][CH2:4][CH:5]=[CH:6][c:7]1[cH:8][c:9]([F:13])[cH:10][cH:11][cH:12]1>>[F:1][CH2:2][CH2:3][CH2:4][CH2:5][CH2:6][c:7]1[cH:8][c:9]([F:13])[cH:10][cH:11][cH:12]1. The product is CC=1C(=C(C=C(C1)O)O)[N+](=O)[O-] (5-methyl-4-nitrobenzene-1,3-diol). Conditions: time 8 hour. RXN SMILES: [CH3:1][C:2]1[C:3]([N+:16]([O-:18])=[O:17])=[C:4](CC([O-])=O)[CH:5]=[C:6](CC([O-])=O)[CH:7]=1.[OH-:19].[Li+].Cl.C[OH:23]>>[CH3:1][C:2]1[C:3]([N+:16]([O-:18])=[O:17])=[C:4]([OH:23])[CH:5]=[C:6]([OH:19])[CH:7]=1 |f:1.2|. Starting materials: CC=1C(=C(C=C(C1)CC(=O)[O-])CC(=O)[O-])[N+](=O)[O-] (5-methyl-4-nitro-1,3-phenylenediacetate), [OH-].[Li+] (lithium hydroxide), CO (methanol), Cl (hydrochloric acid). Procedure details: A mixture of 1.15 g (3.63 mmol) 5-methyl-4-nitro-1,3-phenylenediacetate and 10.0 mL (10.0 mmol) 1M aqueous lithium hydroxide solution in 10.0 mL methanol was stirred overnight at RT. The reaction mixture was acidified with 4M hydrochloric acid and extracted with dichloromethane. The organic phase was separated off, dried and evaporated down i.vac. The residue was purified by chromatography. The fractions containing product were combined and evaporated down i.vac. The reactants are N1(C=CC=2CCC3=C(C12)C=CC=C3)CCNC(C)=O (N-[2-(4,5-Dihydro-1H-benzo[g]indol-1-yl)ethyl]acetamide), Cl (hydrochloric acid), O (water), [OH-].[K+] (potassium hydroxide). Run in C(CO)O (ethylene glycol). Reaction conditions: temperature 120 celsius, time 18 hour. The product is NCCN1C=CC=2CCC3=C(C12)C=CC=C3 (1-(2-aminoethyl)-4,5-dihydro-1H-benzo[g]indole). Yield: 88.7%. Reaction SMILES: [N:1]1([CH2:14][CH2:15][NH:16]C(=O)C)[C:9]2[C:8]3[CH:10]=[CH:11][CH:12]=[CH:13][C:7]=3[CH2:6][CH2:5][C:4]=2[CH:3]=[CH:2]1.O.[OH-].[K+].Cl>C(O)CO>[NH2:16][CH2:15][CH2:14][N:1]1[C:9]2[C:8]3[CH:10]=[CH:11][CH:12]=[CH:13][C:7]=3[CH2:6][CH2:5][C:4]=2[CH:3]=[CH:2]1 |f:2.3|. Procedure details: N-[2-(4,5-Dihydro-1H-benzo[g]indol-1-yl)ethyl]acetamide (5.0 g) was suspended in 60 ml of ethylene glycol and 25 ml of water under argon and treated with 5.0 g of powdered potassium hydroxide. The mixture was stirred at 120° C. for 18 hours, subsequently cooled and treated with 150 ml of 2N hydrochloric acid while cooling. The solution was washed with 200 ml of methylene chloride, the organic phase was extracted three times with 100 ml of 2N hydrochloric acid each time, the aqueous phases were c...